From a dataset of the Open Reaction Database (ORD), a public repository of structured organic reaction records. describe an organic reaction: reactants, conditions, products, and yield Starting materials: C(C=C)ON(C(C(=O)NC(C)(C)C)(C)C)C(C)(C)C (N-allyloxy-tert-butyl-(dimethyl-tert-butylaminocarbonyl-methyl)-amine), C(C)(C)(C)N(O)C(C(=O)NC(C)(C)C)(C)C (tert-butyl-(dimethyl-tert-butylaminocarbonyl-methyl)-hydroxylamine), C(C#C)Br (propargylbromide). The product is C(C#C)ON(C(C(=O)NC(C)(C)C)(C)C)C(C)(C)C (N-propargyloxy-tert-butyl-(dimethyl-tert-butylaminocarbonyl-methyl)-amine). The yield is 78.0%. Reaction SMILES: [CH2:1]([O:4][N:5]([C:16]([CH3:19])([CH3:18])[CH3:17])[C:6]([CH3:15])([CH3:14])[C:7]([NH:9][C:10]([CH3:13])([CH3:12])[CH3:11])=[O:8])[CH:2]=[CH2:3].C(N(C(C)(C)C(NC(C)(C)C)=O)O)(C)(C)C.C(Br)C#C>>[CH2:1]([O:4][N:5]([C:16]([CH3:19])([CH3:18])[CH3:17])[C:6]([CH3:15])([CH3:14])[C:7]([NH:9][C:10]([CH3:12])([CH3:11])[CH3:13])=[O:8])[C:2]#[CH:3]. Reported procedure: The compound is prepared in analogy to compound (204) from tert-butyl-(dimethyl-tert-butylaminocarbonyl-methyl)-hydroxylamine and propargylbromide in 78% yield as colorless oil.